Dataset: the Open Reaction Database (ORD), a public repository of structured organic reaction records. Task: describe an organic reaction: reactants, conditions, products, and yield The reactants are C(C)(C)(C)OC(=O)N1C(CCC1)C=1NC(=CN1)C1=CC=2CCC3=CC(=CC=C3C2C=C1)C=1NC(=NC1)C1N(CCC1)C(=O)OC(C)(C)C (2-(5-{7-[2-(1-Boc-pyrrolidin-2-yl)-3H-imidazol-4-yl]-9,10-dihydro-phenanthren-2-yl}-1H-imidazol-2-yl)-pyrrolidine-1-carboxylic acid tert-butyl ester), CC1(OB(OC1(C)C)C1=CC=2C(C3=CC(=CC=C3C2C=C1)B1OC(C(O1)(C)C)(C)C)=O)C (2,7-bis-(4,4,5,5-tetramethyl-[1,3,2]dioxaborolan-2-yl)-fluoren-9-one). The product is C(C)(C)(C)OC(=O)N1C(CCC1)C=1NC(=CN1)C1=CC=2C(C3=CC(=CC=C3C2C=C1)C=1NC(=NC1)C1N(CCC1)C(=O)OC(C)(C)C)=O (2-(5-{7-[2-(1-Boc-pyrrolidin-2-yl)-3H-imidazol-4-yl]-9-oxo-9H-fluoren-2-yl}-1H-imidazol-2-yl)-pyrrolidine-1-carboxylic acid tert-butyl ester). Reaction SMILES: [C:1]([O:5][C:6]([N:8]1[CH2:12][CH2:11][CH2:10][CH:9]1[C:13]1[NH:14][C:15]([C:18]2[CH:31]=[CH:30][C:29]3[C:28]4[C:23](=[CH:24][C:25]([C:32]5[NH:33][C:34]([CH:37]6[CH2:41][CH2:40][CH2:39][N:38]6[C:42]([O:44][C:45]([CH3:48])([CH3:47])[CH3:46])=[O:43])=[N:35][CH:36]=5)=[CH:26][CH:27]=4)[CH2:22]C[C:20]=3[CH:19]=2)=[CH:16][N:17]=1)=[O:7])([CH3:4])([CH3:3])[CH3:2].CC1(C)C(C)(C)OB(C2C=CC3C4C(=CC(B5OC(C)(C)C(C)(C)O5)=CC=4)C(=O)C=3C=2)[O:51]1>>[C:1]([O:5][C:6]([N:8]1[CH2:12][CH2:11][CH2:10][CH:9]1[C:13]1[NH:14][C:15]([C:18]2[CH:19]=[CH:20][C:29]3[C:28]4[C:23](=[CH:24][C:25]([C:32]5[NH:33][C:34]([CH:37]6[CH2:41][CH2:40][CH2:39][N:38]6[C:42]([O:44][C:45]([CH3:48])([CH3:46])[CH3:47])=[O:43])=[N:35][CH:36]=5)=[CH:26][CH:27]=4)[C:22](=[O:51])[C:30]=3[CH:31]=2)=[CH:16][N:17]=1)=[O:7])([CH3:2])([CH3:4])[CH3:3]. Procedure: Followed the procedure used to prepare compound 2-(5-{7-[2-(1-Boc-pyrrolidin-2-yl)-3H-imidazol-4-yl]-9,10-dihydro-phenanthren-2-yl}-1H-imidazol-2-yl)-pyrrolidine-1-carboxylic acid tert-butyl ester, except that 2,7-bis-(4,4,5,5-tetramethyl-[1,3,2]dioxaborolan-2-yl)-fluoren-9-one was used instead of 4,4,5,5-tetramethyl-2-[7-(4,4,5,5-tetramethyl-[1,3,2]dioxaborolan-2-yl)-9,10-dihydro-phenanthren-2-yl]-[1,3,2]dioxaborolane. m/z 650.9 (M+H)+. Starting materials: CS(C)=O, CCOC(=O)N=C=S, CC(C)(C)OC(=O)Nc1cc(Oc2ccc(N)nc2)ccc1F. Product: CCOC(=O)NC(=S)Nc1ccc(Oc2ccc(F)c(NC(=O)OC(C)(C)C)c2)cn1. Reaction SMILES: [CH3:32][S:33]([CH3:34])=[O:35].[N:24](=[C:25]=[S:26])[C:27](=[O:28])[O:29][CH2:30][CH3:31].[NH2:1][c:2]1[cH:3][cH:4][c:5]([O:8][c:9]2[cH:10][cH:11][c:12]([F:23])[c:13]([NH:15][C:16]([O:17][C:18]([CH3:19])([CH3:20])[CH3:21])=[O:22])[cH:14]2)[cH:6][n:7]1>>[NH:1]([c:2]1[cH:3][cH:4][c:5]([O:8][c:9]2[cH:10][cH:11][c:12]([F:23])[c:13]([NH:15][C:16]([O:17][C:18]([CH3:19])([CH3:20])[CH3:21])=[O:22])[cH:14]2)[cH:6][n:7]1)[C:25]([NH:24][C:27](=[O:28])[O:29][CH2:30][CH3:31])=[S:26]. The reactants are CN1C2=C(C(C3=C(C1)C=CC=C3)=O)C=C(C=C2)CC(=O)O (5,6-Dihydro-5-methyl-11oxodibenz[b,e]azepine-2-acetic acid), C(CO)O (ethylene glycol), C1(=CC=C(C=C1)S(=O)(=O)O)C (p-toluene-sulfonic acid), C(CO)O (ethylene glycol). The product is OCCOC(CC1=CC2=C(N(CC3=C(C2=O)C=CC=C3)C)C=C1)=O (5,6-dihydro-5-methyl-11-oxodibenz[b,e]azepine-2-acetic acid hydroxyethyl ester). Reaction SMILES: [CH3:1][N:2]1[CH2:8][C:7]2[CH:9]=[CH:10][CH:11]=[CH:12][C:6]=2[C:5](=[O:13])[C:4]2[CH:14]=[C:15]([CH2:18][C:19]([OH:21])=[O:20])[CH:16]=[CH:17][C:3]1=2.C1(C)C=CC(S(O)(=O)=O)=CC=1.[CH2:33](O)[CH2:34][OH:35]>>[OH:35][CH2:34][CH2:33][O:20][C:19](=[O:21])[CH2:18][C:15]1[CH:16]=[CH:17][C:3]2[N:2]([CH3:1])[CH2:8][C:7]3[CH:9]=[CH:10][CH:11]=[CH:12][C:6]=3[C:5](=[O:13])[C:4]=2[CH:14]=1. Procedure details: 5,6-Dihydro-5-methyl-11oxodibenz[b,e]azepine-2-acetic acid (2g), ethylene glycol (150 ml), and p-toluene-sulfonic acid (0.05 g) were put into an esterification apparatus, and refluxed for 3 hours. After the reaction, excess ethylene glycol was distilled off under reduced pressure, and the residue was dissolved in chloroform. The solution was washed with a 5% aqueous solution of potassium carbonate, washed in water, and dried over MgSO4. Then, the solvent was distilled off to give 2.1 g of an oil...